This data is from the Open Reaction Database (ORD), a public repository of structured organic reaction records. The task is: describe an organic reaction: reactants, conditions, products, and yield The reactants are C(=O)([O-])[O-].[K+].[K+] (K2CO3), BrCC(=O)OCC (ethyl bromoacetate), FC(C=1C=CC2=C(NC(O2)=O)C1)(F)F (5-trifluoromethyl-1,3-benzoxazol-2(3H)-one). Run in CC(=O)C (acetone). The product is O=C1OC2=C(N1CC(=O)OCC)C=C(C=C2)C(F)(F)F (ethyl [2-oxo-5-(trifluoromethyl)-1,3-benzoxazol-3(2H)-yl]acetate). Reaction SMILES: [F:1][C:2]([F:14])([F:13])[C:3]1[CH:4]=[CH:5][C:6]2[O:10][C:9](=[O:11])[NH:8][C:7]=2[CH:12]=1.C([O-])([O-])=O.[K+].[K+].Br[CH2:22][C:23]([O:25][CH2:26][CH3:27])=[O:24]>CC(C)=O>[O:11]=[C:9]1[N:8]([CH2:22][C:23]([O:25][CH2:26][CH3:27])=[O:24])[C:7]2[CH:12]=[C:3]([C:2]([F:1])([F:13])[F:14])[CH:4]=[CH:5][C:6]=2[O:10]1 |f:1.2.3|. Procedure details: To a mixture of 5-trifluoromethyl-1,3-benzoxazol-2(3H)-one (999 mg) and acetone (25 mL) were added K2CO3 (1.02 g) and ethyl bromoacetate (708 μL) at room temperature, followed by heating to reflux for 4 hours. The reaction mixture was filtered while hot, and washed with acetone. The filtrate and the washed solution were combined and concentrated under reduced pressure. The residue was purified by silica gel column chromatography (eluent: Hex/EtOAc=100/0-75/25) to obtain ethyl [2-oxo-5-(trifluoro... The reactants are OC1SC(SC1)=C(C(=O)OCC1=CC=C(C=C1)[N+](=O)[O-])N1C(CC1SC)=O (p-Nitrobenzyl 2-(4-hydroxy-1,3-dithiolan-2-ylidene)-2-(4-methylthio-2-azetidinon-1-yl)acetate), BrBr (bromine). Run in O1CCCC1 (tetrahydrofuran), C(Cl)(Cl)(Cl)Cl (carbon tetrachloride). Run at time 10 minute. Yields the product BrC1CC(N1C(C(=O)OCC1=CC=C(C=C1)[N+](=O)[O-])=C1SCC(S1)O)=O (p-Nitrobenzyl 2-(4-bromo-2-azetidinon-1-yl)-2-(4-hydroxy-1,3-dithiolan-2-ylidene)acetate). Isolated yield 99.8%. As a reaction SMILES: [OH:1][CH:2]1[CH2:6][S:5][C:4](=[C:7]([N:21]2[CH:24](SC)[CH2:23][C:22]2=[O:27])[C:8]([O:10][CH2:11][C:12]2[CH:17]=[CH:16][C:15]([N+:18]([O-:20])=[O:19])=[CH:14][CH:13]=2)=[O:9])[S:3]1.[Br:28]Br>O1CCCC1.C(Cl)(Cl)(Cl)Cl>[Br:28][CH:24]1[N:21]([C:7](=[C:4]2[S:3][CH:2]([OH:1])[CH2:6][S:5]2)[C:8]([O:10][CH2:11][C:12]2[CH:17]=[CH:16][C:15]([N+:18]([O-:20])=[O:19])=[CH:14][CH:13]=2)=[O:9])[C:22](=[O:27])[CH2:23]1. Procedure details: p-Nitrobenzyl 2-(4-hydroxy-1,3-dithiolan-2-ylidene)-2-(4-methylthio-2-azetidinon-1-yl)acetate (121 mg) was dissolved in tetrahydrofuran (1 ml). A solution of bromine (45.2 mg) in carbon tetrachloride was added dropwise to the resulting solution, with ice cooling. The mixture was stirred at that temperature for 10 minutes and then the solvent was distilled off under reduced pressure and the resulting residue was purified by column chromatography (eluent: a 1:1 by volume mixture of benzene and eth... Yield: 112.5%. The solvent is C(C)(C)O (isopropyl alcohol). The reactants are COC=1C=C(CCl)C=CC1 (m-methoxybenzyl chloride), CCOC(=O)N1CCNCC1 (ethyl N-piperazinocarboxylate), [OH-].[Na+] (sodium hydroxide). The product is COC=1C=C(C=CC1)CN1CCN(CC1)C(=O)O (4-[(3-methoxyphenyl)methyl]-1-piperazinecarboxylic acid). Reported procedure: A mixture of 48.6 g (0.31 moles) of m-methoxybenzyl chloride, 49.0 g (0.31 moles) of ethyl N-piperazinocarboxylate, 250 ml of isopropyl alcohol and 35 ml of 10N sodium hydroxide was heated at reflux for 18 hours. The reaction mixture was evaporated in vacuo and gave an oil. The oil was Kugelrohr distilled bp 106° C./0.025 mm of mercury and gave 87.3 g of 4-[(3-methoxyphenyl)methyl]-1-piperazinecarboxylic acid, ethyl ether as an oil. RXN SMILES: [CH3:1][O:2][C:3]1[CH:4]=[C:5]([CH:8]=[CH:9][CH:10]=1)[CH2:6]Cl.CC[O:13][C:14]([N:16]1[CH2:21][CH2:20][NH:19][CH2:18][CH2:17]1)=[O:15].[OH-].[Na+]>C(O)(C)C>[CH3:1][O:2][C:3]1[CH:4]=[C:5]([CH2:6][N:19]2[CH2:20][CH2:21][N:16]([C:14]([OH:15])=[O:13])[CH2:17][CH2:18]2)[CH:8]=[CH:9][CH:10]=1 |f:2.3|. As a reaction SMILES: [CH2:1]([CH3:2])[O:3][C:4](=[O:5])[c:6]1[n:7][nH:8][c:9]2[cH:10][cH:11][c:12]([F:15])[cH:13][c:14]12.[CH3:29][N:30]([CH3:31])[CH:32]=[O:33].[Cl:16][c:17]1[cH:18][c:19]([CH2:25][Cl:26])[c:20]([O:23][CH3:24])[cH:21][cH:22]1.[H-:27].[Na+:28]>>[CH2:1]([CH3:2])[O:3][C:4](=[O:5])[c:6]1[n:7][n:8]([CH2:25][c:19]2[cH:18][c:17]([Cl:16])[cH:22][cH:21][c:20]2[O:23][CH3:24])[c:9]2[cH:10][cH:11][c:12]([F:15])[cH:13][c:14]12. Reactants: CCOC(=O)c1n[nH]c2ccc(F)cc12, CN(C)C=O, COc1ccc(Cl)cc1CCl, [H-], [Na+]. Product: CCOC(=O)c1nn(Cc2cc(Cl)ccc2OC)c2ccc(F)cc12. Reactants: N1C=CC2=CC=CC=C12 (indole), C(=O)(OC(C)(C)C)N1C2=CC=C(C=C2C=2C=C3C(=C(C12)OCCCCBr)N(C=1C=CC(=CC13)Br)C(=O)OC(C)(C)C)Br (5,7-diBOC-2,10-dibromo-6-(4-bromobutoxy)indolo[2,3-b]carbazole), N1CCOCC1 (morpholine). Product: BrC=1C=C2C=3C=C4C(=C(C3NC2=CC1)OCCCCN1CCOCC1)NC=1C=CC(=CC14)Br (4-(4-(2,10-dibromo-5,7-dihydroindolo[2,3-b]carbazol-6-yloxy)butyl)morpholine). Reaction SMILES: N1C2C(=CC=CC=2)C=C1.C([N:17]1[C:29]2[C:28]([O:30][CH2:31][CH2:32][CH2:33][CH2:34]Br)=[C:27]3[N:36](C(OC(C)(C)C)=O)[C:37]4[CH:38]=[CH:39][C:40]([Br:43])=[CH:41][C:42]=4[C:26]3=[CH:25][C:24]=2[C:23]2[C:18]1=[CH:19][CH:20]=[C:21]([Br:51])[CH:22]=2)(OC(C)(C)C)=O.[NH:52]1[CH2:57][CH2:56][O:55][CH2:54][CH2:53]1>>[Br:43][C:40]1[CH:41]=[C:42]2[C:37](=[CH:38][CH:39]=1)[NH:36][C:27]1[C:28]([O:30][CH2:31][CH2:32][CH2:33][CH2:34][N:52]3[CH2:57][CH2:56][O:55][CH2:54][CH2:53]3)=[C:29]3[NH:17][C:18]4[CH:19]=[CH:20][C:21]([Br:51])=[CH:22][C:23]=4[C:24]3=[CH:25][C:26]2=1. Reported procedure: The title compound was prepared in a manner analogous to Example 70 except the starting indole is 5,7-diBOC-2,10-dibromo-6-(4-bromobutoxy)indolo[2,3-b]carbazole and the reagent is morpholine. 1H-NMR (400 MHz, DMSO-d6) δ ppm 11.22 (s, 2 H), 8.64 (s, 1 H), 8.25 (d, J=1.6 Hz, 2H), 7.44 (dd, J=8.4, 2.0 Hz, 2 H), 7.41 (d, J=8.4 Hz, 2 H), 4.26 (t, J=6.8 Hz, 2 H), 3.57-3.40 (m, 6 H), 2.32-2.18 (m, 4 H), 1.92-1.80 (m, 2 H), 1.65-1.50 (m, 2 H); MS (ESI) m/z 570.0 (M−H)−